Dataset: the Open Reaction Database (ORD), a public repository of structured organic reaction records. Task: describe an organic reaction: reactants, conditions, products, and yield Reactants: C(#N)C1=NC=CC(=C1)OC=1C=C2CC(COC2=CC1)NC(OC(C)(C)C)=O (tert-butyl {6-[(2-cyanopyridin-4-yl)oxy]-3,4-dihydro-2-H-chromen-3-yl}carbamate). Run in Cl (HCl), O1CCOCC1 (dioxane). Run at time 8 hour. Yields the product NC1COC2=CC=C(C=C2C1)OC1=CC(=NC=C1)C#N (4-[(3-amino-3,4-dihydro-2H-chromen-6-yl)oxy]pyridine-2-carbonitrile). Yield: 12.0%. As a reaction SMILES: [C:1]([C:3]1[CH:8]=[C:7]([O:9][C:10]2[CH:11]=[C:12]3[C:17](=[CH:18][CH:19]=2)[O:16][CH2:15][CH:14]([NH:20]C(=O)OC(C)(C)C)[CH2:13]3)[CH:6]=[CH:5][N:4]=1)#[N:2]>Cl.O1CCOCC1>[NH2:20][CH:14]1[CH2:13][C:12]2[C:17](=[CH:18][CH:19]=[C:10]([O:9][C:7]3[CH:6]=[CH:5][N:4]=[C:3]([C:1]#[N:2])[CH:8]=3)[CH:11]=2)[O:16][CH2:15]1. Reported procedure: A solution of tert-butyl {6-[(2-cyanopyridin-4-yl)oxy]-3,4-dihydro-2-H-chromen-3-yl}carbamate in 2M HCl in dioxane (8 mL) was allowed to stir at rt overnight. The reaction mixture was concentrated and the residue was purified by column chromatography to give 4-[(3-amino-3,4-dihydro-2H-chromen-6-yl)oxy]pyridine-2-carbonitrile (0.17 g, 12%). The reactants are ClC=1C=C(C(=O)OC)C=C(N1)C (methyl 2-chloro-6-methylisonicotinate), Tetrakis-triphenylphosphin palladium, CN(C)C=O (DMF). Reagents/catalysts: [C-]#N.[Zn+2].[C-]#N (zinc cyanide). Conditions: temperature 160 celsius, time 30 minute. Product: C(#N)C=1C=C(C(=O)OC)C=C(N1)C (Methyl 2-cyano-6-methylisonicotinate). As a reaction SMILES: Cl[C:2]1[CH:3]=[C:4]([CH:9]=[C:10]([CH3:12])[N:11]=1)[C:5]([O:7][CH3:8])=[O:6].[CH3:13][N:14](C=O)C>[C-]#N.[Zn+2].[C-]#N>[C:13]([C:2]1[CH:3]=[C:4]([CH:9]=[C:10]([CH3:12])[N:11]=1)[C:5]([O:7][CH3:8])=[O:6])#[N:14] |f:2.3.4|. Procedure: Under N2, methyl 2-chloro-6-methylisonicotinate (CAS 3998-90-1) (1.000 g, 5.39 mmol, Eq: 1.00), zinc cyanide (759 mg, 6.47 mmol, Eq: 1.2) and Tetrakis-triphenylphosphin-palladium (623 mg, 539 μmol, Eq: 0.1) were mixed in DMF (17 ml). The RM was stirred under microwave at 160° C. for 30 minutes. Control with TLC: the reaction was finished. The RM was partitioned between EtOAc and water; extracted; the organic phase was dried over MgSO4; filtered; concentrated in vacuo. The crude material was puri... Starting materials: ClCCl, O=C(OO)c1cccc(Cl)c1, CSc1nc(-c2ccc3ccc(-c4ccccc4)nc3c2F)c2c(N)nccn12. The product is CS(=O)c1nc(-c2ccc3ccc(-c4ccccc4)nc3c2F)c2c(N)nccn12. RXN SMILES: [Cl:12][CH2:13][Cl:14].[Cl:1][c:2]1[cH:3][cH:4][cH:5][c:6]([C:7]([O:8][OH:10])=[O:9])[cH:11]1.[F:15][c:16]1[c:17](-[c:32]2[n:33][c:34]([S:42][CH3:43])[n:35]3[c:36]2[c:37]([NH2:41])[n:38][cH:39][cH:40]3)[cH:18][cH:19][c:20]2[cH:21][cH:22][c:23](-[c:26]3[cH:27][cH:28][cH:29][cH:30][cH:31]3)[n:24][c:25]12>>[O:9]=[S:42]([c:34]1[n:33][c:32](-[c:17]2[c:16]([F:15])[c:25]3[c:20]([cH:19][cH:18]2)[cH:21][cH:22][c:23](-[c:26]2[cH:27][cH:28][cH:29][cH:30][cH:31]2)[n:24]3)[c:36]2[n:35]1[cH:40][cH:39][n:38][c:37]2[NH2:41])[CH3:43]. The reactants are ClC1=NC(=NC(=C1C#N)NCCO)NCCO (4-chloro-2,6-bis-(2-hydroxy-ethylamino)-pyrimidine-5-carbonitrile), C1(=CC=CC=C1)N1CCNCC1 (4-phenyl-piperazine), C(C)N(C(C)C)C(C)C (N-ethyl-diisopropylamine). The solvent is CN(C=O)C (N,N-dimethylformamide). Yields the product OCCNC1=NC(=C(C(=N1)NCCO)C#N)N1CCN(CC1)C1=CC=CC=C1 (2,4-bis-(2-hydroxy-ethylamino)-6-(4-phenyl-piperazin-1-yl)-pyrimidine-5-carbonitrile). Reaction SMILES: Cl[C:2]1[C:7]([C:8]#[N:9])=[C:6]([NH:10][CH2:11][CH2:12][OH:13])[N:5]=[C:4]([NH:14][CH2:15][CH2:16][OH:17])[N:3]=1.[C:18]1([N:24]2[CH2:29][CH2:28][NH:27][CH2:26][CH2:25]2)[CH:23]=[CH:22][CH:21]=[CH:20][CH:19]=1.C(N(C(C)C)C(C)C)C>CN(C)C=O>[OH:17][CH2:16][CH2:15][NH:14][C:4]1[N:5]=[C:6]([NH:10][CH2:11][CH2:12][OH:13])[C:7]([C:8]#[N:9])=[C:2]([N:27]2[CH2:28][CH2:29][N:24]([C:18]3[CH:23]=[CH:22][CH:21]=[CH:20][CH:19]=3)[CH2:25][CH2:26]2)[N:3]=1. Procedure details: In analogy to the procedure described in example 20b, 4-chloro-2,6-bis-(2-hydroxy-ethylamino)-pyrimidine-5-carbonitrile was treated with 4-phenyl-piperazine in N,N-dimethylformamide in the presence of N-ethyl-diisopropylamine at 40° C. to yield 2,4-bis-(2-hydroxy-ethylamino)-6-(4-phenyl-piperazin-1-yl)-pyrimidine-5-carbonitrile as an amorphous, colorless solid; MS: [M+H]+=384. Yield: 36.3%. RXN SMILES: [NH2:1][CH2:2][C:3]1[CH:4]=[C:5]([C:20]2[S:24][C:23]([C@@:25]3([OH:37])[CH2:30][CH2:29][C@H:28]([C:31]([O:33]C)=[O:32])[C:27]([CH3:36])([CH3:35])[CH2:26]3)=[N:22][CH:21]=2)[CH:6]=[C:7]([NH:9][C:10]2[N:15]=[C:14]([C:16]([F:19])([F:18])[F:17])[CH:13]=[CH:12][N:11]=2)[CH:8]=1.[OH-].[Na+]>CO>[NH2:1][CH2:2][C:3]1[CH:4]=[C:5]([C:20]2[S:24][C:23]([C@@:25]3([OH:37])[CH2:30][CH2:29][C@H:28]([C:31]([OH:33])=[O:32])[C:27]([CH3:35])([CH3:36])[CH2:26]3)=[N:22][CH:21]=2)[CH:6]=[C:7]([NH:9][C:10]2[N:15]=[C:14]([C:16]([F:18])([F:19])[F:17])[CH:13]=[CH:12][N:11]=2)[CH:8]=1 |f:1.2|. The product is NCC=1C=C(C=C(C1)NC1=NC=CC(=N1)C(F)(F)F)C1=CN=C(S1)[C@@]1(CC([C@H](CC1)C(=O)O)(C)C)O ((1S,4R)-4-{5-[3-(aminomethyl)-5-{[4-(trifluoromethyl)pyrimidin-2-yl]amino}phenyl]-1,3-thiazol-2-yl}-4-hydroxy-2,2-dimethylcyclohexanecarboxylic acid). Solvent: CO (MeOH). Procedure: A microwave vessel was charged with a solution of the compound of Step 3 (10 mg, 0.019 mmol) in MeOH, and sodium hydroxide (1.0 N in H2O, 56 μl, 0.056 mmol, 3 equiv) was added. The resultant cloudy orange suspension was irradiated in the microwave at 110° C. for 15 min. The reaction was not complete. Additional sodium hydroxide (1.0 N in H2O, 190 uL, 0.19 mmol, 10 eq) was added and the faintly yellow solution was irradiated at 150° C. for 30 min. The reaction mixture was concentrated in vacuo, t... Reactants: NCC=1C=C(C=C(C1)NC1=NC=CC(=N1)C(F)(F)F)C1=CN=C(S1)[C@@]1(CC([C@H](CC1)C(=O)OC)(C)C)O (methyl (1S,4R)-4-{5-[3-(aminomethyl)-5-{[4-(trifluoromethyl)pyrimidin-2-yl]amino}phenyl]-1,3-thiazol-2-yl}-4-hydroxy-2,2-dimethylcyclohexanecarboxylate), [OH-].[Na+] (sodium hydroxide), [OH-].[Na+] (sodium hydroxide). Reactants: [BH4-].[Na+] (sodium borohydride), FC(OC1=CC=C(C=C1)C#CC=1C=C(C=CC1)C1CC(C1)=O)F (3-[3-(4-Difluoromethoxy-phenylethynyl)-phenyl]-cyclobutanone), O (Water). Run in CO (methanol). Conditions: time 20 minute. The product is FC(OC1=CC=C(C=C1)C#CC=1C=C(C=CC1)C1CC(C1)O)F (3-[3-(4-Difluoromethoxy-phenylethynyl)-phenyl]-cyclobutanol). Reaction SMILES: [F:1][CH:2]([F:23])[O:3][C:4]1[CH:9]=[CH:8][C:7]([C:10]#[C:11][C:12]2[CH:13]=[C:14]([CH:18]3[CH2:21][C:20](=[O:22])[CH2:19]3)[CH:15]=[CH:16][CH:17]=2)=[CH:6][CH:5]=1.[BH4-].[Na+].O>CO>[F:1][CH:2]([F:23])[O:3][C:4]1[CH:9]=[CH:8][C:7]([C:10]#[C:11][C:12]2[CH:13]=[C:14]([CH:18]3[CH2:21][CH:20]([OH:22])[CH2:19]3)[CH:15]=[CH:16][CH:17]=2)=[CH:6][CH:5]=1 |f:1.2|. Procedure: 3-[3-(4-Difluoromethoxy-phenylethynyl)-phenyl]-cyclobutanone (0.834 g, 2.67 mmol) was dissolved in methanol (100 ml) and chilled in an ice bath. After 20 minutes sodium borohydride (0.159 gm, 4.02 mmol) was added and stirring was continued for another 20 minutes. Water (2 ml) was added and stirring was continued for another 20 minutes The reaction was concentrated by rotary evaporation and partitioned between water and dichloromethane. The organic layer was dried with magnesium sulfate and conce...